The task is: describe an organic reaction: reactants, conditions, products, and yield. This data is from the Open Reaction Database (ORD), a public repository of structured organic reaction records. Reactants: CCC1(C(=O)OC)NCCS1, Cc1ccccc1, O=C=Nc1cc(Cl)cc(Cl)c1. Yields the product CCC1(C(=O)OC)SCCN1C(=O)Nc1cc(Cl)cc(Cl)c1. Reaction SMILES: [CH3:1][O:2][C:3](=[O:4])[C:5]1([CH2:10][CH3:11])[S:6][CH2:7][CH2:8][NH:9]1.[CH3:23][c:24]1[cH:25][cH:26][cH:27][cH:28][cH:29]1.[Cl:12][c:13]1[cH:14][c:15]([N:20]=[C:21]=[O:22])[cH:16][c:17]([Cl:19])[cH:18]1>>[CH3:1][O:2][C:3](=[O:4])[C:5]1([CH2:10][CH3:11])[S:6][CH2:7][CH2:8][N:9]1[C:21]([NH:20][c:15]1[cH:14][c:13]([Cl:12])[cH:18][c:17]([Cl:19])[cH:16]1)=[O:22].